From a dataset of the Open Reaction Database (ORD), a public repository of structured organic reaction records. describe an organic reaction: reactants, conditions, products, and yield Reactants: NC=1N=C(C2=C(N1)C=CC(=N2)C2=CC=C(C=C2)F)SC (2-amino-4-methylthio-6-(4-fluorophenyl)-pyrido(3,2-d)pyrimidine), [Na] (sodium), C(C)O (ethanol). Yields the product NC=1N=C(C2=C(N1)C=CC(=N2)C2=CC=C(C=C2)F)OCC (2-amino-4-ethoxy-6-(4-fluorophenyl)-pyrido(3,2-d)pyrimidine). The yield is 72.0%. RXN SMILES: [NH2:1][C:2]1[N:3]=[C:4](SC)[C:5]2[N:11]=[C:10]([C:12]3[CH:17]=[CH:16][C:15]([F:18])=[CH:14][CH:13]=3)[CH:9]=[CH:8][C:6]=2[N:7]=1.[Na].[CH2:22]([OH:24])[CH3:23]>>[NH2:1][C:2]1[N:3]=[C:4]([O:24][CH2:22][CH3:23])[C:5]2[N:11]=[C:10]([C:12]3[CH:17]=[CH:16][C:15]([F:18])=[CH:14][CH:13]=3)[CH:9]=[CH:8][C:6]=2[N:7]=1 |^1:20|. Reported procedure: To a solution of the 2-amino-4-methylthio-6-(4-fluorophenyl)-pyrido(3,2-d)pyrimidine of example 8 (700 mg) in ethanol (20 ml) was added 276 mg sodium. The reaction mixture was refluxed for 5 hours and then cooled down. The solvents were evaporated in vacuo and the crude residue was purified by silica gel flash chromatography, the mobile phase being a mixture of ethanol and dichloromethane, in a volume ratio gradually ranging from 3% to 5% ethanol, thus providing 490 mg of the pure title compound... Reaction SMILES: Br[C:2]1[CH:21]=[CH:20][C:5]2[NH:6][C:7]([CH2:9][O:10][C:11]3[CH:16]=[CH:15][C:14]([CH:17]4[CH2:19][CH2:18]4)=[CH:13][CH:12]=3)=[N:8][C:4]=2[CH:3]=1.C([NH:26][S:27]([C:30]1[CH:35]=[CH:34][CH:33]=[CH:32][C:31]=1B(O)O)(=[O:29])=[O:28])(C)(C)C.C(=O)([O-])[O-].[Na+].[Na+]>COCCOC.O.FC(F)(F)C(O)=O>[CH:17]1([C:14]2[CH:15]=[CH:16][C:11]([O:10][CH2:9][C:7]3[NH:6][C:5]4[CH:20]=[CH:21][C:2]([C:31]5[CH:32]=[CH:33][CH:34]=[CH:35][C:30]=5[S:27]([NH2:26])(=[O:29])=[O:28])=[CH:3][C:4]=4[N:8]=3)=[CH:12][CH:13]=2)[CH2:19][CH2:18]1 |f:2.3.4|. Conditions: temperature 90 celsius. Yields the product C1(CC1)C1=CC=C(OCC2=NC3=C(N2)C=CC(=C3)C3=C(C=CC=C3)S(=O)(=O)N)C=C1 (2-[2-(4-cyclopropyl-phenoxymethyl)-1H-benzoimidazol-5-yl]-benzenesulfonamide). Starting materials: BrC1=CC2=C(NC(=N2)COC2=CC=C(C=C2)C2CC2)C=C1 (5-bromo-2-(4-cyclopropyl-phenoxymethyl)-1H-benzoimidazole), C(C)(C)(C)NS(=O)(=O)C1=C(C=CC=C1)B(O)O (2-(tert-butylamino)sulfonylphenylboronic acid), C([O-])([O-])=O.[Na+].[Na+] (sodium carbonate), 1,1′-[bis(di-tert-butylphosphino)ferrocene] palladium dichloride. Reported procedure: A mixture of 5-bromo-2-(4-cyclopropyl-phenoxymethyl)-1H-benzoimidazole (0.030 g, 0.0874 mmol), 2-(tert-butylamino)sulfonylphenylboronic acid (0.029 g, 0.114 mmol), sodium carbonate (0.079 g, 0.524 mmol), and 1,1′-[bis(di-tert-butylphosphino)ferrocene]-palladium dichloride (0.006 g, 0.00874 mmol) in DME (2 mL) and H2O (0.5 mL) was heated at 90° C. for 12 hours. The reaction mixture was concentrated under reduced pressure to provide a residue, which was purified by chromatography (silica, hexanes:... Run in COCCOC (DME), O (H2O), FC(C(=O)O)(F)F (trifluoroacetic acid). Reactants: [N+](=O)([O-])C1=C(C=C(C#N)C=C1)NCCC1=CC=CC=C1 (4-nitro-3-phenethylaminobenzonitrile). Reagents/catalysts: [Pd] (palladium on carbon). Run in CO.C1CCOC1 (methanol THF). Yields the product NC1=C(C=C(C#N)C=C1)NCCC1=CC=CC=C1 (4-amino-3-phenethylaminobenzonitrile). Isolated yield 100.0%. As a reaction SMILES: [N+:1]([C:4]1[CH:11]=[CH:10][C:7]([C:8]#[N:9])=[CH:6][C:5]=1[NH:12][CH2:13][CH2:14][C:15]1[CH:20]=[CH:19][CH:18]=[CH:17][CH:16]=1)([O-])=O>[Pd].CO.C1COCC1>[NH2:1][C:4]1[CH:11]=[CH:10][C:7]([C:8]#[N:9])=[CH:6][C:5]=1[NH:12][CH2:13][CH2:14][C:15]1[CH:20]=[CH:19][CH:18]=[CH:17][CH:16]=1 |f:2.3|. Reported procedure: A mixture comprising 3-methoxy-4-nitrobenzonitrile (1 g, 5.6 mmol), phenethylamine hydrochloride (1.8 g, 11.2 mmol), 50% sodium hydroxide (0.9 g, 11.2 mmol) and DMSO (3 mL) was heated at 100° C. for 3.5 hours, cooled and poured into a solution of 1N hydrochloric acid (200 mL, 0° C.). The mixture was stirred for 20 minutes to give a precipitate. The precipitate was collected and recrystallized from hot ethanol to provide 4-nitro-3-phenethylaminobenzonitrile (0.78 g, 2.9 mmol) as orange crystals. ...